This data is from the Open Reaction Database (ORD), a public repository of structured organic reaction records. The task is: describe an organic reaction: reactants, conditions, products, and yield Reactants: O1CCCC1 (tetrahydrofuran), C(CCC)[Li] (n-Butyllithium), C=CCC(CC=C)O (1,6-heptadien-4-ol), C1(=CC=CC=C1)C(C1=CC=CC=C1)C1=CC=CC=C1 (triphenylmethane). Run at time 30 minute. The product is C(C=C)[C@H](C[C@H]1OC1)O ((R*,R*)-α-2-propenyloxiraneethanol). Reaction SMILES: C([Li])CCC.[CH2:6]=[CH:7][CH2:8][CH:9]([OH:13])[CH2:10][CH:11]=[CH2:12].C1(C(C2C=CC=CC=2)C2C=CC=CC=2)C=CC=CC=1.[O:33]1CCCC1>>[CH2:8]([C@@H:9]([OH:13])[CH2:10][C@@H:11]1[CH2:12][O:33]1)[CH:7]=[CH2:6]. Reported procedure: n-Butyllithium, 129 mL (200 mmol), is added dropwise to a 0° C. solution of 1,6-heptadien-4-ol, 22.4 g (0.2 mol), in 200 mL of anhydrous tetrahydrofuran until the triphenylmethane indicator turned red. Carbon dioxide is then bubbled in for 30 minutes (lecture bottle carbon dioxide passed through drierite) and the light yellow solution is stirred for 30 minutes under a balloon of carbon dioxide. To this solution is added iodine, 101.4 g (04 mol), dissolved in ~200 mL of anhydrous tetrahydrofuran ... Starting materials: [Br-].[Br-].[Br-].[NH+]1=CC=CC=C1.[NH+]1=CC=CC=C1.[NH+]1=CC=CC=C1 (pyridinium tribromide), FC(OC1=CC=C(C=C1)C1=C2C=CNC2=CC=C1)(F)F (4-(4-trifluoromethoxy-phenyl)-1H-indole), C(C)(=O)O (acetic acid). The reagents and catalysts are [Zn] (Zinc). Solvent: CC(C)(C)O.C(C)O.C(C)(=O)O (t-BuOH ethanol acetic acid). Reaction conditions: temperature 27 celsius, time 3 hour. Yields the product FC(OC1=CC=C(C=C1)C1=C2CC(NC2=CC=C1)=O)(F)F (4-(4-trifluoromethoxy-phenyl)-1,3-dihydro-indol-2-one). Isolated yield 39.0%. Reaction SMILES: [F:1][C:2]([F:20])([F:19])[O:3][C:4]1[CH:9]=[CH:8][C:7]([C:10]2[CH:18]=[CH:17][CH:16]=[C:15]3[C:11]=2[CH:12]=[CH:13][NH:14]3)=[CH:6][CH:5]=1.[Br-].[Br-].[Br-].[NH+]1C=CC=CC=1.[NH+]1C=CC=CC=1.[NH+]1C=CC=CC=1.C(O)(=[O:44])C>CC(O)(C)C.C(O)C.C(O)(=O)C.[Zn]>[F:20][C:2]([F:1])([F:19])[O:3][C:4]1[CH:5]=[CH:6][C:7]([C:10]2[CH:18]=[CH:17][CH:16]=[C:15]3[C:11]=2[CH2:12][C:13](=[O:44])[NH:14]3)=[CH:8][CH:9]=1 |f:1.2.3.4.5.6,8.9.10|. Procedure details: To the suspension of 4-(4-trifluoromethoxy-phenyl)-1H-indole (4.93 g, 17.78 mmol) in t-BuOH-ethanol-acetic acid (3:2:1) (261 mL) was added pyridinium tribromide (17.06 g, 53.34 mmol)) portionwise. The mixture was stirred at 27° C. for 3 hours, and then to the mixture was added acetic acid (105 mL). Zinc dust was added to the reaction mixture portionwise until the color changed from deep red to light yellow, and the reaction mixture was stirred at room temperature for one hour. The unreacted zinc...